This data is from the Open Reaction Database (ORD), a public repository of structured organic reaction records. The task is: describe an organic reaction: reactants, conditions, products, and yield Starting materials: CCCCN(CC)c1nc(C)nc2c1c(C)cn2-c1c(C)cc(CO)cc1C, ClCCl, CN(C)S(F)(F)F. Yields the product CCCCN(CC)c1nc(C)nc2c1c(C)cn2-c1c(C)cc(CF)cc1C. RXN SMILES: [CH2:1]([CH2:2][CH2:3][CH3:4])[N:5]([c:6]1[c:7]2[c:8]([n:9][c:10]([CH3:12])[n:11]1)[n:13](-[c:17]1[c:18]([CH3:26])[cH:19][c:20]([CH2:24][OH:25])[cH:21][c:22]1[CH3:23])[cH:14][c:15]2[CH3:16])[CH2:27][CH3:28].[CH2:36]([Cl:37])[Cl:38].[CH3:29][N:30]([S:31]([F:32])([F:33])[F:34])[CH3:35]>>[CH2:1]([CH2:2][CH2:3][CH3:4])[N:5]([c:6]1[c:7]2[c:8]([n:9][c:10]([CH3:12])[n:11]1)[n:13](-[c:17]1[c:18]([CH3:26])[cH:19][c:20]([CH2:24][F:33])[cH:21][c:22]1[CH3:23])[cH:14][c:15]2[CH3:16])[CH2:27][CH3:28]. Reactants: BrCCCCC (brompentane), CC1CN1C(=O)N(C)C (N,N-dimethylpropylene urea), C(CCC)[Li] (n-butyllithium), C(CC)C1=CC=C(C=C1)C1=CC=C(C=C1)C1=C(C(=CC=C1)F)F (4"-propyl-2,3-difluoro-p-terphenyl), potassium t-butylate. Solvent: CCCCCC (hexane), C1CCOC1 (THF). Conditions: temperature -100 celsius, time 5 minute. The product is C(CC)C1=CC=C(C=C1)C1=CC=C(C=C1)C1=C(C(=C(C=C1)CCCCC)F)F (4"-propyl-4-pentyl-2,3-difluoro-p-terphenyl). Reaction SMILES: C([Li])CCC.[CH2:6]([C:9]1[CH:14]=[CH:13][C:12]([C:15]2[CH:20]=[CH:19][C:18]([C:21]3[CH:26]=[CH:25][CH:24]=[C:23]([F:27])[C:22]=3[F:28])=[CH:17][CH:16]=2)=[CH:11][CH:10]=1)[CH2:7][CH3:8].Br[CH2:30][CH2:31][CH2:32][CH2:33][CH3:34].CC1N(C(N(C)C)=O)C1>CCCCCC.C1COCC1>[CH2:6]([C:9]1[CH:10]=[CH:11][C:12]([C:15]2[CH:20]=[CH:19][C:18]([C:21]3[CH:26]=[CH:25][C:24]([CH2:30][CH2:31][CH2:32][CH2:33][CH3:34])=[C:23]([F:27])[C:22]=3[F:28])=[CH:17][CH:16]=2)=[CH:13][CH:14]=1)[CH2:7][CH3:8]. Reported procedure: A solution of n-butyllithium (0.1 mol) in 65 ml of hexane is added to a mixture of 4"-propyl-2,3-difluoro-p-terphenyl (0.1 mol), potassium t-butylate (0.1 mol) and 200 ml of THF at -100° C. After stirring 5 minutes at -100° C. a mixture of brompentane (0.1 mol) and N,N-dimethylpropylene urea (0.1 mol, DMPU) is added. After warming-up to -30° C. and usual work-up 4"-propyl-4-pentyl-2,3-difluoro-p-terphenyl is obtained. Starting materials: 4A, C1=CC(=CC=C1NC2=CC=C(C=C2)Br)Br (4,4′-dibromodiphenylamine), C1(CCC(CC1)=O)=O (cyclohexane-1,4-dione), C1(=CC=C(C=C1)S(=O)(=O)O)C (para-toluenesulfonic acid). Solvent: C1(=CC=CC=C1)C (toluene), C1(=CC=CC=C1)C (toluene). Product: C1=CC=C(C=C1)N(C2=CC=C(C=C2)Br)C3=CC=C(C=C3)Br (4,4′-dibromotriphenylamine). Yield: 67.0%. As a reaction SMILES: [CH:1]1[C:6]([NH:7][C:8]2[CH:13]=[CH:12][C:11]([Br:14])=[CH:10][CH:9]=2)=[CH:5][CH:4]=[C:3]([Br:15])[CH:2]=1.[C:16]1(=O)[CH2:21][CH2:20][C:19](=O)[CH2:18][CH2:17]1.C1(C)C=CC(S(O)(=O)=O)=CC=1>C1(C)C=CC=CC=1>[CH:16]1[CH:21]=[CH:20][C:19]([N:7]([C:8]2[CH:13]=[CH:12][C:11]([Br:14])=[CH:10][CH:9]=2)[C:6]2[CH:1]=[CH:2][C:3]([Br:15])=[CH:4][CH:5]=2)=[CH:18][CH:17]=1. Reported procedure: A mixture of 4,4′-dibromodiphenylamine (7.3 g. 22 mmol), cyclohexane-1,4-dione (2.5 g., 23.3 mole), para-toluenesulfonic acid (0.1 g.) and toluene (100 ml) was kept at reflux with a Dean-Stark phase separator containing 4A molecular sieves. After 18 hours at reflux, the reaction was diluted with toluene, and the toluene solution was washed with water, dried and concentrated. The residue was dissolved in hexanes, and the hexanes solution was passed through a column of silica gel to afford 4,4′-di... Starting materials: N1=CC=C(C=C1)C(C)=NNC(CCC)=O (butyric acid [1-(4-pyridinyl)ethylidene]hydrazide), N1=CC=C(C=C1)C(C)=NNC(CCC)=O (butyric acid [1-(4-pyridinyl)ethylidene]hydrazide), O(C1=CC=CC=C1)CC(=O)O (phenoxyacetic acid). The solvent is C(C)O (ethanol). Product: O(C1=CC=CC=C1)CC(=O)O.N1=CC=C(C=C1)C(C)=NNC(CCC)=O (butyric acid [1-(4-pyridinyl)ethylidene]hydrazide phenoxyacetic acid salt). The yield is 66.3%. Reaction SMILES: [N:1]1[CH:6]=[CH:5][C:4]([C:7](=[N:9][NH:10][C:11](=[O:15])[CH2:12][CH2:13][CH3:14])[CH3:8])=[CH:3][CH:2]=1.[O:16]([CH2:23][C:24]([OH:26])=[O:25])[C:17]1[CH:22]=[CH:21][CH:20]=[CH:19][CH:18]=1>C(O)C>[O:16]([CH2:23][C:24]([OH:26])=[O:25])[C:17]1[CH:22]=[CH:21][CH:20]=[CH:19][CH:18]=1.[N:1]1[CH:6]=[CH:5][C:4]([C:7](=[N:9][NH:10][C:11](=[O:15])[CH2:12][CH2:13][CH3:14])[CH3:8])=[CH:3][CH:2]=1 |f:3.4|. Procedure details: A mixture of 8.2 gm (0.04 mole) of butyric acid [1-(4-pyridinyl)ethylidene]hydrazide (Compound 144), 6.09 gm (0.04 mole) of phenoxyacetic acid and 100 ml of absolute ethanol is refluxed 7.5 hr. The reaction mixture is evaporated to dryness in vacuo. The solid is crystallized from ethanol to yield 9.48 gm (66%) of the title compound having a melting point of 105.8° C. The reactants are [O-2].[Zn+2] (zinc oxide), P(O)(O)(O)=O (phosphoric acid). Solvent: O (water). Yields the product P(=O)([O-])([O-])[O-].[Zn+2].P(=O)([O-])([O-])[O-].[Zn+2].[Zn+2] (zinc phosphate). As a reaction SMILES: [O-2].[Zn+2:2].[P:3](=[O:7])([OH:6])([OH:5])[OH:4]>O>[P:3]([O-:7])([O-:6])([O-:5])=[O:4].[Zn+2:2].[P:3]([O-:7])([O-:6])([O-:5])=[O:4].[Zn+2:2].[Zn+2:2] |f:0.1,4.5.6.7.8|. Procedure details: An aqueous corrosion inhibitor is created by filling a mixer with approximately 30-75% by total formula weight of water at a temperature between approximately 18-50° C., adding approximately 10-30% by total formula weight of zinc oxide, and then adding approximately 10-30% by total formula weight of phosphoric acid (approximately 75% concentration) to form zinc phosphate. Approximately 1%-95% by total formula weight of hydrotalcite, Mg2xAl2(OH)4x+4CO3*nH2O, with a surface area of approximately 1... Reactants: CN=C=O, CC#N, CN(C)Cc1cccc(OCCCN)c1. Yields the product CNC(=O)NCCCOc1cccc(CN(C)C)c1. Reaction SMILES: [CH3:1][N:2]=[C:3]=[O:4].[CH3:20][C:21]#[N:22].[NH2:5][CH2:6][CH2:7][CH2:8][O:9][c:10]1[cH:11][c:12]([CH2:16][N:17]([CH3:18])[CH3:19])[cH:13][cH:14][cH:15]1>>[CH3:1][NH:2][C:3](=[O:4])[NH:5][CH2:6][CH2:7][CH2:8][O:9][c:10]1[cH:11][c:12]([CH2:16][N:17]([CH3:18])[CH3:19])[cH:13][cH:14][cH:15]1. The reactants are ClC=1C=C(C=CC1)[Mg]Br (3-chlorophenylmagnesium bromide), CON(C(=O)C1=NN(C=C1)S(N(C)C)(=O)=O)C (1-dimethylsulfamoyl-1H-pyrazole-3-carboxylic acid methoxy-methyl-amide). Run in C1CCOC1 (THF). Reaction conditions: temperature -78 celsius, time 1 hour. Product: CN(S(=O)(=O)N1N=C(C=C1)C(C1=CC(=CC=C1)Cl)=O)C (3-(3-chloro-benzoyl)-1H-pyrazole-1-sulfonic acid dimethylamide). Yield: 87.6%. As a reaction SMILES: [Cl:1][C:2]1[CH:3]=[C:4]([Mg]Br)[CH:5]=[CH:6][CH:7]=1.CON(C)[C:13]([C:15]1[CH:19]=[CH:18][N:17]([S:20](=[O:25])(=[O:24])[N:21]([CH3:23])[CH3:22])[N:16]=1)=[O:14]>C1COCC1>[CH3:22][N:21]([CH3:23])[S:20]([N:17]1[CH:18]=[CH:19][C:15]([C:13](=[O:14])[C:4]2[CH:5]=[CH:6][CH:7]=[C:2]([Cl:1])[CH:3]=2)=[N:16]1)(=[O:24])=[O:25]. Procedure details: A solution of 3-chlorophenylmagnesium bromide (0.5 M in THF) (15.89 mL, 7.95 mmol) was added to a solution of 1-dimethylsulfamoyl-1H-pyrazole-3-carboxylic acid methoxy-methyl-amide (1.60 g, 6.11 mmol) in THF (20 mL) at −78° C. and under nitrogen. The mixture was stirred at −78° C. for 1 hour and then further stirred at room temperature for 5 hours. The mixture was quenched with NH4Cl (aq. sat. solution) and the product was extracted with AcOEt. The organic layer was separated, dried (MgSO4), fil... Starting materials: Oc1cccnc1Cl, O, O=[N+]([O-])O, O=S(=O)(O)O. Yields the product O=[N+]([O-])c1ccnc(Cl)c1O. As a reaction SMILES: [Cl:1][c:2]1[n:3][cH:4][cH:5][cH:6][c:7]1[OH:8].[OH2:18].[OH:9][N+:10]([O-:11])=[O:12].[S:13](=[O:14])(=[O:15])([OH:16])[OH:17]>>[Cl:1][c:2]1[n:3][cH:4][cH:5][c:6]([N+:10](=[O:9])[O-:11])[c:7]1[OH:8]. Starting materials: [BH4-], CC(C)O, O=CC(Oc1ccc(C(F)(F)F)cc1)c1cccc(C(F)(F)F)c1, [Na+], O. Product: OCC(Oc1ccc(C(F)(F)F)cc1)c1cccc(C(F)(F)F)c1. As a reaction SMILES: [BH4-:25].[CH:28]([OH:29])([CH3:30])[CH3:31].[F:1][C:2]([c:3]1[cH:4][cH:5][c:6]([O:7][CH:8]([CH:9]=[O:10])[c:11]2[cH:12][c:13]([C:17]([F:18])([F:19])[F:20])[cH:14][cH:15][cH:16]2)[cH:21][cH:22]1)([F:23])[F:24].[Na+:26].[OH2:27]>>[F:1][C:2]([c:3]1[cH:4][cH:5][c:6]([O:7][CH:8]([CH2:9][OH:10])[c:11]2[cH:12][c:13]([C:17]([F:18])([F:19])[F:20])[cH:14][cH:15][cH:16]2)[cH:21][cH:22]1)([F:23])[F:24].